Task: describe an organic reaction: reactants, conditions, products, and yield. Dataset: the Open Reaction Database (ORD), a public repository of structured organic reaction records Run in C1CCOC1 (THF), C1CCOC1 (THF). As a reaction SMILES: [CH2:1]([N:8]1[C@H:13]([C:14](OCC)=[O:15])[CH2:12][N:11]([S:19]([C:22]2[CH:27]=[CH:26][CH:25]=[CH:24][CH:23]=2)(=[O:21])=[O:20])[CH2:10][C@@H:9]1[C:28](OCC)=[O:29])[C:2]1[CH:7]=[CH:6][CH:5]=[CH:4][CH:3]=1.C([O-])([O-])=O.[Na+].[Na+]>C1COCC1>[CH2:1]([N:8]1[CH:13]([CH2:14][OH:15])[CH2:12][N:11]([S:19]([C:22]2[CH:23]=[CH:24][CH:25]=[CH:26][CH:27]=2)(=[O:21])=[O:20])[CH2:10][CH:9]1[CH2:28][OH:29])[C:2]1[CH:3]=[CH:4][CH:5]=[CH:6][CH:7]=1 |f:1.2.3|. Yields the product C(C1=CC=CC=C1)N1C(CN(CC1CO)S(=O)(=O)C1=CC=CC=C1)CO ((1-Benzyl-4-(phenylsulfonyl)piperazine-2,6-diyl)dimethanol). Yield: 80.1%. Reported procedure: 1 M solution of LiAIH4 in THF (70 ml; 70 mmol) was added dropwise under cooling and stirring to 112c (10.7 g; 23.2 mmol) in THF (275 ml). The reaction mixture was refluxed for 20 min, poured on a saturated solution of Na2CO3 and extracted with TBME three times. The combined organic phases were dried over Na2SO4 and evaporated to dryness to yield a colorless solid, which was washed with TBME to yield 112d as white crystals (7 g, 80%). MS: [M+H]+: 377 The reactants are solution, C(C1=CC=CC=C1)N1[C@H](CN(C[C@H]1C(=O)OCC)S(=O)(=O)C1=CC=CC=C1)C(=O)OCC ((2R,6S)-Diethyl 1-benzyl-4-(phenylsulfonyl)piperazine-2,6-dicarboxylate), C(=O)([O-])[O-].[Na+].[Na+] (Na2CO3). The reactants are C(C)(C)C=1C(NC(NC1C(C1=CC(=CC(=C1)C)C)=O)=O)=O (5-Isopropyl-6-(3,5-dimethylbenzoyl)-2,4-pyrimidinedione), C=1(C(=CC=CC1)S(=O)(=O)OCCC1CC=CC1)C (2-(cyclopent-3-en-1-yl)ethyl toluenesulfonate). The product is C1(CC=CC1)CCN1C(NC(C(=C1C(C1=CC(=CC(=C1)C)C)=O)C(C)C)=O)=O (1-[2-(Cyclopent-3-en-1-yl)ethyl]-5-isopropyl-6-(3,5-dimethylbenzoyl)-2,4-pyrimidinedione). Yield: 36.8%. As a reaction SMILES: [CH:1]([C:4]1[C:5](=[O:21])[NH:6][C:7](=[O:20])[NH:8][C:9]=1[C:10](=[O:19])[C:11]1[CH:16]=[C:15]([CH3:17])[CH:14]=[C:13]([CH3:18])[CH:12]=1)([CH3:3])[CH3:2].C1(C)C(S(O[CH2:32][CH2:33][CH:34]2[CH2:38][CH:37]=[CH:36][CH2:35]2)(=O)=O)=CC=CC=1>>[CH:34]1([CH2:33][CH2:32][N:8]2[C:9]([C:10](=[O:19])[C:11]3[CH:12]=[C:13]([CH3:18])[CH:14]=[C:15]([CH3:17])[CH:16]=3)=[C:4]([CH:1]([CH3:3])[CH3:2])[C:5](=[O:21])[NH:6][C:7]2=[O:20])[CH2:38][CH:37]=[CH:36][CH2:35]1. Reported procedure: 5-Isopropyl-6-(3,5-dimethylbenzoyl)-2,4-pyrimidinedione and 2-(cyclopent-3-en-1-yl)ethyl toluenesulfonate were reacted by the same method with example 35 to obtain the titled compound (140 mg). Product: C(CC)N(C(CN(C1=CC=C(C=C1)C)S(=O)(=O)C=1C(=CC=CC1)C)=O)CCC (N,N-Di-n-propyl-2-[(toluene-2-sulfonyl)-p-tolyl-amino]-acetamide). Reaction SMILES: Br[CH2:2][C:3](Br)=[O:4].[CH2:6]([NH:9][CH2:10][CH2:11][CH3:12])[CH2:7][CH3:8].[CH3:13][C:14]1[CH:19]=[CH:18][CH:17]=[CH:16][C:15]=1[S:20]([NH:23][C:24]1[CH:29]=[CH:28][C:27]([CH3:30])=[CH:26][CH:25]=1)(=[O:22])=[O:21]>>[CH2:6]([N:9]([CH2:10][CH2:11][CH3:12])[C:3](=[O:4])[CH2:2][N:23]([S:20]([C:15]1[C:14]([CH3:13])=[CH:19][CH:18]=[CH:17][CH:16]=1)(=[O:21])=[O:22])[C:24]1[CH:29]=[CH:28][C:27]([CH3:30])=[CH:26][CH:25]=1)[CH2:7][CH3:8]. Reported procedure: prepared by reaction of 2-bromoacetyl bromide with di-n-propylamine and 2-methyl-N-p-tolyl-benzenesulfonamide Starting materials: BrCC(=O)Br (2-bromoacetyl bromide), C(CC)NCCC (di-n-propylamine), CC1=C(C=CC=C1)S(=O)(=O)NC1=CC=C(C=C1)C (2-methyl-N-p-tolyl-benzenesulfonamide). RXN SMILES: [Cl:1][C:2]1[CH:15]=[CH:14][C:5]([CH2:6][N:7]2[CH2:12][CH2:11][CH:10]([NH2:13])[CH2:9][CH2:8]2)=[CH:4][C:3]=1[O:16][CH2:17][CH3:18].[CH3:19][C:20]1[CH:21]=[C:22]([CH:26]=[CH:27][CH:28]=1)[C:23](Cl)=[O:24]>>[Cl:1][C:2]1[CH:15]=[CH:14][C:5]([CH2:6][N:7]2[CH2:12][CH2:11][CH:10]([NH:13][C:23](=[O:24])[C:22]3[CH:26]=[CH:27][CH:28]=[C:20]([CH3:19])[CH:21]=3)[CH2:9][CH2:8]2)=[CH:4][C:3]=1[O:16][CH2:17][CH3:18]. Procedure: The title compound (22 mg, 56%) was prepared analogously to example 7 by coupling of 1-(4-chloro-3-ethoxy-benzyl)piperidin-4-ylamine with 3-methylbenzoyl chloride. MS:387.4 (MH+) Product: ClC1=C(C=C(CN2CCC(CC2)NC(C2=CC(=CC=C2)C)=O)C=C1)OCC (N-[1-(4-Chloro-3-ethoxy-benzyl)piperidin-4-yl]-3-methyl-benzamide). Starting materials: ClC1=C(C=C(CN2CCC(CC2)N)C=C1)OCC (1-(4-chloro-3-ethoxy-benzyl)piperidin-4-ylamine), CC=1C=C(C(=O)Cl)C=CC1 (3-methylbenzoyl chloride). Yield: 56.0%.